From a dataset of the Open Reaction Database (ORD), a public repository of structured organic reaction records. describe an organic reaction: reactants, conditions, products, and yield Reactants: Cl.N1C[C@@H](CC1)NC(=O)C=1SC(=CC1)Cl (5-chloro-thiophene-2-carboxylic acid (R)-pyrrolidin-3-ylamide hydrochloride), TEA, BrCC(=O)Br (bromo acetylbromide). The solvent is C1CCOC1 (THF). The product is BrCC(=O)N1C[C@@H](CC1)NC(=O)C=1SC(=CC1)Cl (5-chloro-thiophene-2-carboxylic acid [(R)-1-(2-bromo-acetyl)-pyrrolidin-3-yl]-amide). As a reaction SMILES: Cl.[NH:2]1[CH2:6][CH2:5][C@@H:4]([NH:7][C:8]([C:10]2[S:11][C:12]([Cl:15])=[CH:13][CH:14]=2)=[O:9])[CH2:3]1.[Br:16][CH2:17][C:18](Br)=[O:19]>C1COCC1>[Br:16][CH2:17][C:18]([N:2]1[CH2:6][CH2:5][C@@H:4]([NH:7][C:8]([C:10]2[S:11][C:12]([Cl:15])=[CH:13][CH:14]=2)=[O:9])[CH2:3]1)=[O:19] |f:0.1|. Procedure: 7.1 A solution of 400 mg 5-chloro-thiophene-2-carboxylic acid (R)-pyrrolidin-3-ylamide hydrochloride (example 6.2) in 5 ml THF was treated with 0.31 ml TEA and 0.16 ml bromo acetylbromide. The reaction mixture was stirred over night. The precipitate was filtered and washed with THF. The filtrate was concentrated. The crude product was purified by chromatography (silica gel; gradient: CH2Cl2 to CH2Cl2/MeOH 98:2) to give 250 mg 5-chloro-thiophene-2-carboxylic acid [(R)-1-(2-bromo-acetyl)-pyrrolidi... Reactants: CC(=O)OC(C)(C)C, CCOC(C)=O, [Cl-], [Li]CC(=O)OC(C)(C)C, [NH4+], C1CCOC1, COC(=O)CC(O)COC(c1ccccc1)(c1ccccc1)c1ccccc1. The product is CC(C)(C)OC(=O)CC(=O)CC(O)COC(c1ccccc1)(c1ccccc1)c1ccccc1. Reaction SMILES: [C:1]([CH3:2])(=[O:3])[O:4][C:5]([CH3:6])([CH3:7])[CH3:8].[CH3:48][CH2:49][O:50][C:51](=[O:52])[CH3:53].[Cl-:46].[Li:37][CH2:38][C:39]([O:40][C:41]([CH3:42])([CH3:43])[CH3:44])=[O:45].[NH4+:47].[O:54]1[CH2:55][CH2:56][CH2:57][CH2:58]1.[OH:9][CH:10]([CH2:11][C:12](=[O:13])[O:14][CH3:15])[CH2:16][O:17][C:18]([c:19]1[cH:20][cH:21][cH:22][cH:23][cH:24]1)([c:25]1[cH:26][cH:27][cH:28][cH:29][cH:30]1)[c:31]1[cH:32][cH:33][cH:34][cH:35][cH:36]1>>[C:1]([CH2:2][C:12]([CH2:11][CH:10]([OH:9])[CH2:16][O:17][C:18]([c:19]1[cH:20][cH:21][cH:22][cH:23][cH:24]1)([c:25]1[cH:26][cH:27][cH:28][cH:29][cH:30]1)[c:31]1[cH:32][cH:33][cH:34][cH:35][cH:36]1)=[O:13])(=[O:3])[O:4][C:5]([CH3:6])([CH3:7])[CH3:8]. Starting materials: BrC=1C(=CC(=C(C#N)C1)Cl)O (5-Bromo-2-chloro-4-hydroxybenzonitrile), O.[OH-].[Li+] (lithium hydroxide monohydrate), S(=O)(OC)OC (dimethyl sulfite). Run in O1CCCC1 (tetrahydrofuran). Run at temperature 75 celsius. Yields the product BrC=1C(=CC(=C(C#N)C1)Cl)OC (5-Bromo-2-chloro-4-methoxybenzonitrile). Isolated yield 83.9%. As a reaction SMILES: [Br:1][C:2]1[C:3]([OH:11])=[CH:4][C:5]([Cl:10])=[C:6]([CH:9]=1)[C:7]#[N:8].O.[OH-].[Li+].S(OC)(O[CH3:18])=O>O1CCCC1>[Br:1][C:2]1[C:3]([O:11][CH3:18])=[CH:4][C:5]([Cl:10])=[C:6]([CH:9]=1)[C:7]#[N:8] |f:1.2.3|. Procedure details: To a solution 5-bromo-2-chloro-4-hydroxybenzonitrile (2, 29 g, 124 mmol) in tetrahydrofuran (500 mL) was added lithium hydroxide monohydrate (6.7 g, 161 mmol) and dimethyl sulfite (15.2 mL, 161 mmol). The resulting mixture was heated at 75° C. for 5 h, re-cooled to room temperature, and quenched with water. The mixture was extracted with ethyl acetate and the organic layer was washed with brine, dried over magnesium sulfate, filtered and evaporated in vacuo. The crude residue was purified on Bio...